From a dataset of the Open Reaction Database (ORD), a public repository of structured organic reaction records. describe an organic reaction: reactants, conditions, products, and yield Starting materials: C(C)(=O)O[C@@H]1[C@H](C(N1)=O)[C@@H](C)O[Si](C)(C)C(C)(C)C (4-(R)acetoxy-3(R)-[1(R)t-butyldimethylsilyloxyethyl]azetidin-2-one), [Na] (sodium), C(C1=CN=CC=C1)(=S)O (thionicotinic acid). The reagents and catalysts are [Cl-].[Zn+2].[Cl-] (Zinc chloride). Solvent: O1CCOCC1 (dioxane), C(C)(=O)OCC (ethyl acetate), O (water). Conditions: time 4 hour. The product is C(C1=CN=CC=C1)(=O)S[C@@H]1[C@H](C(N1)=O)[C@@H](C)O[Si](C)(C)C(C)(C)C (4(R)-nicotinoylthio-3(S)-[1(R)t-butyldimethylsilyloxyethyl]azetidin-2-one). Yield: 51.9%. Reaction SMILES: C(O[C@H:5]1[NH:8][C:7](=[O:9])[C@@H:6]1[C@H:10]([O:12][Si:13]([C:16]([CH3:19])([CH3:18])[CH3:17])([CH3:15])[CH3:14])[CH3:11])(=O)C.[Na].[C:21]([OH:29])(=[S:28])[C:22]1[CH:27]=[CH:26][CH:25]=[N:24][CH:23]=1>O1CCOCC1.C(OCC)(=O)C.O.[Cl-].[Zn+2].[Cl-]>[C:21]([S:28][C@H:5]1[NH:8][C:7](=[O:9])[C@@H:6]1[C@H:10]([O:12][Si:13]([C:16]([CH3:17])([CH3:18])[CH3:19])([CH3:14])[CH3:15])[CH3:11])(=[O:29])[C:22]1[CH:27]=[CH:26][CH:25]=[N:24][CH:23]=1 |f:6.7.8,^1:19|. Reported procedure: To a solution of 4-(R)acetoxy-3(R)-[1(R)t-butyldimethylsilyloxyethyl]azetidin-2-one (2.87 g) in dioxane (40 ml), the sodium salt of thionicotinic acid (1.94 g) was added. Zinc chloride (1.7 g) was added to the resulting mixture and the reaction mixture was stirred for 4 hours at room temperature. The reaction mixture was then cooled at room temperature and poured in a mixture of ethyl acetate and water. The organic layer was separated, washed twice with water, dried over anhydrous sodium sulphat... Reactants: FC(C(=O)O)(F)F (trifluoroacetic acid), C1(CCCCC1)C(=O)N(C\C(=C\C1=CC=CC=C1)\C)CC1CCN(CC1)C(=O)OC(C)(C)C (4-(N-cyclohexylcarbonyl-N-(2-methyl-3-phenyl-2-(E)-propenyl)aminomethyl)-1-t-butoxycarbonylpiperidine), C1(=CC=CC=C1)C (toluene), FC(C(=O)O)(F)F (trifluoroacetic acid). Solvent: ClCCl (dichloromethane). Yields the product FC(C(=O)O)(F)F.C1(CCCCC1)C(=O)N(C\C(=C\C1=CC=CC=C1)\C)CC1CCNCC1 (4-(N-cyclohexylcarbonyl-N-(2-methyl-3-phenyl-2-(E)-propenyl)aminomethyl)piperidine trifluoroacetic acid salt). The yield is 99.8%. Reaction SMILES: [CH:1]1([C:7]([N:9]([CH2:20][CH:21]2[CH2:26][CH2:25][N:24](C(OC(C)(C)C)=O)[CH2:23][CH2:22]2)[CH2:10]/[C:11](/[CH3:19])=[CH:12]/[C:13]2[CH:18]=[CH:17][CH:16]=[CH:15][CH:14]=2)=[O:8])[CH2:6][CH2:5][CH2:4][CH2:3][CH2:2]1.[F:34][C:35]([F:40])([F:39])[C:36]([OH:38])=[O:37].C1(C)C=CC=CC=1>ClCCl>[F:34][C:35]([F:40])([F:39])[C:36]([OH:38])=[O:37].[CH:1]1([C:7]([N:9]([CH2:20][CH:21]2[CH2:26][CH2:25][NH:24][CH2:23][CH2:22]2)[CH2:10]/[C:11](/[CH3:19])=[CH:12]/[C:13]2[CH:14]=[CH:15][CH:16]=[CH:17][CH:18]=2)=[O:8])[CH2:2][CH2:3][CH2:4][CH2:5][CH2:6]1 |f:4.5|. Procedure details: To a solution of 4-(N-cyclohexylcarbonyl-N-(2-methyl-3-phenyl-2-(E)-propenyl)aminomethyl)-1-t-butoxycarbonylpiperidine (1.55 g, 3.4 mmol) in dichloromethane (15 mL) stirring at room temperature under argon, was added trifluoroacetic acid (3.7 g, 32 mmol). After 1 h toluene (15 mL) was added and the mixture was evaporated under vacuum. The residue was repeatedly dissolved in dichloromethane and evaporated under vacuum to obtain a colorless gum that solidified on standing. This gum contained 4-(N-... Reactants: CC(=O)[O-], CC(=O)[O-], O=C(c1ccc2[nH]c(C(=O)N3CCC(F)(F)CC3)cc2c1)N1CCN(C2CCCC2)CC1, ClCCl, [Cu+2], OB(O)c1ccc(C(F)(F)F)cc1, c1ccncc1. Product: O=C(c1ccc2c(c1)cc(C(=O)N1CCC(F)(F)CC1)n2-c1ccc(C(F)(F)F)cc1)N1CCN(C2CCCC2)CC1. RXN SMILES: [C:55]([O-:56])(=[O:57])[CH3:58].[C:60]([O-:61])(=[O:62])[CH3:63].[CH:1]1([N:6]2[CH2:7][CH2:8][N:9]([C:12](=[O:13])[c:14]3[cH:15][c:16]4[cH:17][c:18]([C:23](=[O:24])[N:25]5[CH2:26][CH2:27][C:28]([F:31])([F:32])[CH2:29][CH2:30]5)[nH:19][c:20]4[cH:21][cH:22]3)[CH2:10][CH2:11]2)[CH2:2][CH2:3][CH2:4][CH2:5]1.[Cl:52][CH2:53][Cl:54].[Cu+2:59].[F:33][C:34]([c:35]1[cH:36][cH:37][c:38]([B:41]([OH:42])[OH:43])[cH:39][cH:40]1)([F:44])[F:45].[cH:46]1[cH:47][cH:48][n:49][cH:50][cH:51]1>>[CH:1]1([N:6]2[CH2:7][CH2:8][N:9]([C:12](=[O:13])[c:14]3[cH:15][c:16]4[cH:17][c:18]([C:23](=[O:24])[N:25]5[CH2:26][CH2:27][C:28]([F:31])([F:32])[CH2:29][CH2:30]5)[n:19](-[c:38]5[cH:37][cH:36][c:35]([C:34]([F:33])([F:44])[F:45])[cH:40][cH:39]5)[c:20]4[cH:21][cH:22]3)[CH2:10][CH2:11]2)[CH2:2][CH2:3][CH2:4][CH2:5]1. Reactants: title compounds, N[C@@H]1[C@@H](CCCC1)NC(C1=C(C=C(C=C1C(F)(F)F)C(F)(F)F)OC)=O (cis-N-(2-Amino-cyclohexyl)-2-methoxy-4,6-bis-trifluoromethyl-benzamide), N[C@@H]1[C@@H](CCCC1)NC(C1=C(C=C(C=C1C(F)(F)F)C(F)(F)F)OC)=O (cis-N-(2-Amino-cyclohexyl)-2-methoxy-4,6-bis-trifluoromethyl-benzamide), BrCC(CCBr)O (1,4-dibromo-2-butanol). The product is OC1CN(CC1)C1C(CCCC1)NC(C1=C(C=C(C=C1C(F)(F)F)C(F)(F)F)OC)=O (N-[2-(3-Hydroxy-pyrrolidin-1-yl)-cyclohexyl]-2-methoxy-4,6-bis-trifluoromethyl-benzamide). RXN SMILES: [NH2:1][C@H:2]1[CH2:7][CH2:6][CH2:5][CH2:4][C@H:3]1[NH:8][C:9](=[O:26])[C:10]1[C:15]([C:16]([F:19])([F:18])[F:17])=[CH:14][C:13]([C:20]([F:23])([F:22])[F:21])=[CH:12][C:11]=1[O:24][CH3:25].Br[CH2:28][CH:29]([OH:33])[CH2:30][CH2:31]Br>>[OH:33][CH:29]1[CH2:30][CH2:31][N:1]([CH:2]2[CH2:7][CH2:6][CH2:5][CH2:4][CH:3]2[NH:8][C:9](=[O:26])[C:10]2[C:15]([C:16]([F:19])([F:18])[F:17])=[CH:14][C:13]([C:20]([F:21])([F:22])[F:23])=[CH:12][C:11]=2[O:24][CH3:25])[CH2:28]1. Reported procedure: The title compounds, both light yellow solids, MS: m/e=455.3 [(M+H)+], were prepared in accordance with the general method of example 10 from cis-N-(2-amino-cyclohexyl)-2-methoxy-4,6-bis-trifluoromethyl-benzamide (intermediate H) and 1,4-dibromo-2-butanol. The 2 diastereomers could be separated by column chromatography however the relative configuration was not assigned. Reported procedure: To a solution of the product from Step H (14.69 g, 67.0 mmol) in 40 mL of tetrahydrofuran at 0° C. was added borane in THF (141 mL, 141 mmol, 1M) dropwise, keeping the reaction temperature below 5° C. The solution was allowed to warm to room temperature, then stirred for one hour. The reaction was cautiously quenched at 0° C. with 50 mL of water, concentrated in vacuo, and partitioned between EtOAc and water. The aqueous layer was extracted twice with EtOAc, and the combined organic layers were ... The product is BrC1=C(C=C(CO)C=C1)F (4-Bromo-3-fluorobenzyl Alcohol). Solvent: O1CCCC1 (tetrahydrofuran), C1CCOC1 (THF). Reactants: BrC1=C(C=C(C(=O)O)C=C1)F (4-Bromo-3-fluorobenzoic Acid), B (borane). Run at time 1 hour. Reaction SMILES: [Br:1][C:2]1[CH:10]=[CH:9][C:5]([C:6](O)=[O:7])=[CH:4][C:3]=1[F:11].B>O1CCCC1>[Br:1][C:2]1[CH:10]=[CH:9][C:5]([CH2:6][OH:7])=[CH:4][C:3]=1[F:11]. Reactants: CC(C)=O, Cc1ccc(S(=O)CC(O)(CC(C)(C)c2cc(F)ccc2C)C(F)(F)F)cc1, O=C(OC(=O)C(F)(F)F)C(F)(F)F, [I-], [Na+]. The product is Cc1ccc(SCC(O)(CC(C)(C)c2cc(F)ccc2C)C(F)(F)F)cc1. RXN SMILES: [CH3:44][C:45](=[O:46])[CH3:47].[F:1][C:2]([C:3]([CH2:4][C:5]([CH3:6])([CH3:7])[c:8]1[c:9]([CH3:15])[cH:10][cH:11][c:12]([F:14])[cH:13]1)([OH:16])[CH2:17][S:18](=[O:19])[c:20]1[cH:21][cH:22][c:23]([CH3:26])[cH:24][cH:25]1)([F:27])[F:28].[F:31][C:32]([F:33])([F:34])[C:35]([O:36][C:37](=[O:38])[C:39]([F:40])([F:41])[F:42])=[O:43].[I-:30].[Na+:29]>>[F:1][C:2]([C:3]([CH2:4][C:5]([CH3:6])([CH3:7])[c:8]1[c:9]([CH3:15])[cH:10][cH:11][c:12]([F:14])[cH:13]1)([OH:16])[CH2:17][S:18][c:20]1[cH:21][cH:22][c:23]([CH3:26])[cH:24][cH:25]1)([F:27])[F:28]. Reactants: [N+](=O)([O-])C=1C=C(OC2OCCCC2)C=CC1 (2-(3-nitrophenoxy)tetrahydro-2H-pyran). The reagents and catalysts are [Pd] (Pd/C). The solvent is CO (methanol). Reaction conditions: temperature 25 celsius, time 2 hour. Yields the product O1C(CCCC1)OC=1C=C(N)C=CC1 (3-(Tetrahydro-2H-pyran-2-yloxy)aniline). Yield: 100.0%. RXN SMILES: [N+:1]([C:4]1[CH:5]=[C:6]([CH:14]=[CH:15][CH:16]=1)[O:7][CH:8]1[CH2:13][CH2:12][CH2:11][CH2:10][O:9]1)([O-])=O>CO.[Pd]>[O:9]1[CH2:10][CH2:11][CH2:12][CH2:13][CH:8]1[O:7][C:6]1[CH:5]=[C:4]([CH:16]=[CH:15][CH:14]=1)[NH2:1]. Reported procedure: A solution of 2-(3-nitrophenoxy)tetrahydro-2H-pyran (1.0 g, 4.5 mmol) in methanol (13 mL) was degassed with nitrogen (3×) and treated with 10% Pd/C (wet Degussa type) (12 mg). The reaction mixture was degassed and stirred under an atmosphere of hydrogen at 25° C. for 2 h. The reaction mixture was filtered to give the desired product (0.87 g, quantitative) as a tan oil. LCMS for C11H16NO2 (M+H)+: m/z=194.0. Starting materials: CC(C)(C)OC(=O)N1CCN(S(=O)(=O)c2cccc(F)c2)CC1, CO, CCOCC, ClCCl, Cl. Yields the product Cl, O=S(=O)(c1cccc(F)c1)N1CCNCC1. RXN SMILES: [C:1]([O:2][C:3](=[O:4])[N:8]1[CH2:9][CH2:10][N:11]([S:14](=[O:15])(=[O:16])[c:17]2[cH:18][c:19]([F:23])[cH:20][cH:21][cH:22]2)[CH2:12][CH2:13]1)([CH3:5])([CH3:6])[CH3:7].[CH3:25][OH:26].[CH3:30][CH2:31][O:32][CH2:33][CH3:34].[Cl:27][CH2:28][Cl:29].[ClH:24]>>[ClH:24].[NH:8]1[CH2:9][CH2:10][N:11]([S:14](=[O:15])(=[O:16])[c:17]2[cH:18][c:19]([F:23])[cH:20][cH:21][cH:22]2)[CH2:12][CH2:13]1.